From a dataset of the Open Reaction Database (ORD), a public repository of structured organic reaction records. describe an organic reaction: reactants, conditions, products, and yield Reactants: C1(CC1)N1C=C(C(C2=CC(=C(C(=C12)OC)N1CC(NC(C1)C)C)F)=O)C(=O)NCC1=C(C=C(C=C1)Cl)Cl (1-Cyclopropyl-N-(2,4-dichlorobenzyl)-7-[(3RS,5SR)-3,5-dimethylpiperazin-1-yl]-6-fluoro-8-methoxy-4-oxo-1,4-dihydroquinoline-3-carboxamide), C(CCC)(=O)OC[C@H]1CO1 ((2R)-3-butanoyloxy-1,2-epoxypropane), C(CCC)(=O)[O-] (butyrate), [OH-].[Li+] (lithium hydroxide). Procedure: The title compound is prepared in analogy to Example 89 from Example 12 with (2R)-3-butanoyloxy-1,2-epoxypropane and subsequent hydrolysis of the butyrate with 1 equivalent of a 1M lithium hydroxide solution at 70° C. for 1 h. For the work-up the solvent is removed on a rotary evaporator, the residue is adjusted to a neutral pH using 1N hydrochloric acid and buffer pH 7 and extracted with dichloromethane. Purification takes place by RP-HPLC (Method 6). Product: Cl.C1(CC1)N1C=C(C(C2=CC(=C(C(=C12)OC)N1CC(N(C(C1)C)C[C@H](CO)O)C)F)=O)C(=O)NCC1=C(C=C(C=C1)Cl)Cl (1-Cyclopropyl-N-(2,4-dichlorobenzyl)-7-{(3RS,5SR)-4-[(2R)-2,3-dihydroxypropyl]-3,5-dimethylpiperazin-1-yl}-6-fluoro-8-methoxy-4-oxo-1,4-dihydroquinoline-3-carboxamide hydrochloride). RXN SMILES: [CH:1]1([N:4]2[C:13]3[C:8](=[CH:9][C:10]([F:24])=[C:11]([N:16]4[CH2:21][CH:20]([CH3:22])[NH:19][CH:18]([CH3:23])[CH2:17]4)[C:12]=3[O:14][CH3:15])[C:7](=[O:25])[C:6]([C:26]([NH:28][CH2:29][C:30]3[CH:35]=[CH:34][C:33]([Cl:36])=[CH:32][C:31]=3[Cl:37])=[O:27])=[CH:5]2)[CH2:3][CH2:2]1.C([O:43][CH2:44][C@@H:45]1[O:47][CH2:46]1)(=O)CCC.C([O-])(=O)CCC.[OH-].[Li+]>>[ClH:36].[CH:1]1([N:4]2[C:13]3[C:8](=[CH:9][C:10]([F:24])=[C:11]([N:16]4[CH2:17][CH:18]([CH3:23])[N:19]([CH2:46][C@@H:45]([OH:47])[CH2:44][OH:43])[CH:20]([CH3:22])[CH2:21]4)[C:12]=3[O:14][CH3:15])[C:7](=[O:25])[C:6]([C:26]([NH:28][CH2:29][C:30]3[CH:35]=[CH:34][C:33]([Cl:36])=[CH:32][C:31]=3[Cl:37])=[O:27])=[CH:5]2)[CH2:3][CH2:2]1 |f:3.4,5.6|.